This data is from the Open Reaction Database (ORD), a public repository of structured organic reaction records. The task is: describe an organic reaction: reactants, conditions, products, and yield Reactants: nitrovinyl, [H-].[Al+3].[Li+].[H-].[H-].[H-] (lithium aluminum hydride), [H-].[Al+3].[Li+].[H-].[H-].[H-] (lithium aluminum hydride), CC=1NC2=C(C(=C(C=C2C1C=C[N+](=O)[O-])OC)Cl)Cl (2-methyl-3-(2-nitrovinyl)-5-methoxy-6,7-dichloroindole), [OH-].[Na+] (sodium hydroxide), [H-].[Al+3].[Li+].[H-].[H-].[H-] (lithium aluminum hydride), S(O)(O)(=O)=O (sulfuric acid). Solvent: O1CCCC1 (tetrahydrofuran), O1CCCC1 (THF), C(Cl)(Cl)Cl (Chloroform), O1CCCC1 (THF). Run at temperature 0 celsius, time 1.25 hour. Product: CC1=C(CCN)C2=CC(=C(C(=C2N1)Cl)Cl)OC (2-methyl-5-methoxy-6,7-dichlorotryptamine). As a reaction SMILES: [H-].[Al+3].[Li+].[H-].[H-].[H-].S(=O)(=O)(O)O.[CH3:12][C:13]1[NH:14][C:15]2[C:20]([C:21]=1[CH:22]=[CH:23][N+:24]([O-])=O)=[CH:19][C:18]([O:27][CH3:28])=[C:17]([Cl:29])[C:16]=2[Cl:30].[OH-].[Na+]>O1CCCC1.C(Cl)(Cl)Cl>[CH3:12][C:13]1[NH:14][C:15]2[C:20](=[CH:19][C:18]([O:27][CH3:28])=[C:17]([Cl:29])[C:16]=2[Cl:30])[C:21]=1[CH2:22][CH2:23][NH2:24] |f:0.1.2.3.4.5,8.9|. Procedure: The above nitrovinyl compound was reduced with lithium aluminum hydride according to the following procedure: 8.2 g of lithium aluminum hydride were stirred with 235 ml of tetrahydrofuran (THF) under a nitrogen blanket. 10.67 g of 18M sulfuric acid were added to 43 ml of THF which was cooled to about 0° C. during the addition. This solution was added to the lithium aluminum hydride mixture. Next, a solution of 2.20 g of 2-methyl-3-(2-nitrovinyl)-5-methoxy-6,7-dichloroindole in 43 ml of THF was a...